Dataset: the Open Reaction Database (ORD), a public repository of structured organic reaction records. Task: describe an organic reaction: reactants, conditions, products, and yield Starting materials: [OH-].[Na+] (sodium hydroxide), C(C)OC(=O)C1=C(NC=C1C1=CC=CC=C1)CCNC(=O)OC(C)(C)C (2-(2-tert-butoxycarbonylamino-ethyl)-4-phenyl-1H-pyrrole-3-carboxylic acid ethyl ester), CN(C=O)C (N,N-dimethylformamide), P(=O)(Cl)(Cl)Cl (phosphorus oxychloride). Run in O (water), ClCCl (dichloromethane), ClCCl (dichloromethane). Conditions: temperature -10 celsius, time 15 minute. The product is C(C)OC(=O)C1=C(NC(=C1C1=CC=CC=C1)C=O)CCNC(=O)OC(C)(C)C (2-(2-tert-butoxycarbonylamino-ethyl)-5-formyl-4-phenyl-1H-pyrrole-3-carboxylic acid ethyl ester). Yield: 81.9%. RXN SMILES: CN(C)[CH:3]=[O:4].P(Cl)(Cl)(Cl)=O.[CH2:11]([O:13][C:14]([C:16]1[C:20]([C:21]2[CH:26]=[CH:25][CH:24]=[CH:23][CH:22]=2)=[CH:19][NH:18][C:17]=1[CH2:27][CH2:28][NH:29][C:30]([O:32][C:33]([CH3:36])([CH3:35])[CH3:34])=[O:31])=[O:15])[CH3:12].[OH-].[Na+]>ClCCl.O>[CH2:11]([O:13][C:14]([C:16]1[C:20]([C:21]2[CH:26]=[CH:25][CH:24]=[CH:23][CH:22]=2)=[C:19]([CH:3]=[O:4])[NH:18][C:17]=1[CH2:27][CH2:28][NH:29][C:30]([O:32][C:33]([CH3:35])([CH3:34])[CH3:36])=[O:31])=[O:15])[CH3:12] |f:3.4|. Reported procedure: A stirred solution of dichloromethane (5.5 ml) and N,N-dimethylformamide (0.2 ml) was added dropwise slowly with phosphorus oxychloride (0.184 ml, 2 mmol) under an argon atmosphere while maintaining the temperature at −10° C.˜0° C. Upon completion of the addition, the mixture was stirred for 15 minutes at −10° C., added with the solution of 2-(2-tert-butoxycarbonylamino-ethyl)-4-phenyl-1H-pyrrole-3-carboxylic acid ethyl ester (0.36 g, 1 mmol) in dichloromethane (2 ml) while maintaining the tempe... The reactants are COc1ccc(C2CCOCC2)c2sc(NC(=O)c3ccnc(Br)c3)nc12, CCO, [H-], [Na+], C1COCCO1, CN(C)C=O. Product: CCOc1cc(C(=O)Nc2nc3c(OC)ccc(C4CCOCC4)c3s2)ccn1. RXN SMILES: [Br:1][c:2]1[cH:3][c:4]([C:5](=[O:6])[NH:7][c:8]2[s:9][c:10]3[c:11]([n:12]2)[c:13]([O:23][CH3:24])[cH:14][cH:15][c:16]3[CH:17]2[CH2:18][CH2:19][O:20][CH2:21][CH2:22]2)[cH:25][cH:26][n:27]1.[CH3:30][CH2:31][OH:32].[H-:28].[Na+:29].[O:33]1[CH2:34][CH2:35][O:36][CH2:37][CH2:38]1.[O:39]=[CH:40][N:41]([CH3:42])[CH3:43]>>[c:2]1([O:32][CH2:31][CH3:30])[cH:3][c:4]([C:5](=[O:6])[NH:7][c:8]2[s:9][c:10]3[c:11]([n:12]2)[c:13]([O:23][CH3:24])[cH:14][cH:15][c:16]3[CH:17]2[CH2:18][CH2:19][O:20][CH2:21][CH2:22]2)[cH:25][cH:26][n:27]1. Starting materials: CC(C)(C)C(=O)Oc1ccc([N+](=O)[O-])c2ccccc12 (substrate), O=C=O (effective_coupling_partner). Reagents/catalysts: dppf. Reaction conditions: temperature 80 celsius, time 48 hour. Product: O=C(O)c1ccc([N+](=O)[O-])c2ccccc12. Run in O1CCCC1 (tetrahydrofuran). Procedure details: (±)-tert-Butyl 4-((1-(5-bromo-2-((2-(trimethylsilyl)ethoxy)methyl)-2H-indazol-7-yl)ethoxy)methyl)-4-(4-fluorophenyl)piperidine-1-carboxylate (150 mg, 0.226 mmol), trimethylboroxine (0.063 mL, 0.453 mmol), and tetrakis(triphenylphosphine) palladium(0) (13.1 mg, 0.011 mmol) were combined in dry tetrahydrofuran (1. 1 mL) and 4 M sodium carbonate (0.17 mL ) in a microwave tube and sealed. After flushing the mixture with nitrogen, the mixture was heated at 110° C. for 2 h via microwave. After cooling... Run at temperature 110 celsius. The product is FC1=CC=C(C=C1)C1(CCN(CC1)C(=O)OC(C)(C)C)COC(C)C1=CC(=CC2=CN(N=C12)COCC[Si](C)(C)C)C ((±)-tert-Butyl 4-(4-fluorophenyl)-4-((1-(5-methyl-2-((2-(trimethylsilyl)ethoxy)methyl)-2H-indazol-7-yl)ethoxy)methyl)piperidine-1-carboxylate). The reagents and catalysts are [Pd].C1(=CC=CC=C1)P(C1=CC=CC=C1)C1=CC=CC=C1.C1(=CC=CC=C1)P(C1=CC=CC=C1)C1=CC=CC=C1.C1(=CC=CC=C1)P(C1=CC=CC=C1)C1=CC=CC=C1.C1(=CC=CC=C1)P(C1=CC=CC=C1)C1=CC=CC=C1 (tetrakis(triphenylphosphine) palladium(0)). Reactants: BrC1=CC2=CN(N=C2C(=C1)C(C)OCC1(CCN(CC1)C(=O)OC(C)(C)C)C1=CC=C(C=C1)F)COCC[Si](C)(C)C ((±)-tert-Butyl 4-((1-(5-bromo-2-((2-(trimethylsilyl)ethoxy)methyl)-2H-indazol-7-yl)ethoxy)methyl)-4-(4-fluorophenyl)piperidine-1-carboxylate), CB1OB(OB(O1)C)C (trimethylboroxine), C([O-])([O-])=O.[Na+].[Na+] (sodium carbonate). Reaction SMILES: Br[C:2]1[CH:10]=[C:9]([CH:11]([O:13][CH2:14][C:15]2([C:28]3[CH:33]=[CH:32][C:31]([F:34])=[CH:30][CH:29]=3)[CH2:20][CH2:19][N:18]([C:21]([O:23][C:24]([CH3:27])([CH3:26])[CH3:25])=[O:22])[CH2:17][CH2:16]2)[CH3:12])[C:8]2[C:4](=[CH:5][N:6]([CH2:35][O:36][CH2:37][CH2:38][Si:39]([CH3:42])([CH3:41])[CH3:40])[N:7]=2)[CH:3]=1.[CH3:43]B1OB(C)OB(C)O1.C(=O)([O-])[O-].[Na+].[Na+]>O1CCCC1.[Pd].C1(P(C2C=CC=CC=2)C2C=CC=CC=2)C=CC=CC=1.C1(P(C2C=CC=CC=2)C2C=CC=CC=2)C=CC=CC=1.C1(P(C2C=CC=CC=2)C2C=CC=CC=2)C=CC=CC=1.C1(P(C2C=CC=CC=2)C2C=CC=CC=2)C=CC=CC=1>[F:34][C:31]1[CH:32]=[CH:33][C:28]([C:15]2([CH2:14][O:13][CH:11]([C:9]3[C:8]4[C:4](=[CH:5][N:6]([CH2:35][O:36][CH2:37][CH2:38][Si:39]([CH3:42])([CH3:41])[CH3:40])[N:7]=4)[CH:3]=[C:2]([CH3:43])[CH:10]=3)[CH3:12])[CH2:20][CH2:19][N:18]([C:21]([O:23][C:24]([CH3:27])([CH3:26])[CH3:25])=[O:22])[CH2:17][CH2:16]2)=[CH:29][CH:30]=1 |f:2.3.4,6.7.8.9.10|. Reactants: C(C1=CC=CC=C1)OC(=O)N1CCC(CC1)C1=CN(C2=CC=C(C=C12)C#N)S(=O)(=O)C (1-benzyloxycarbonyl-4-(5-cyano-1-methanesulfonylindol-3-yl)piperidine). Reagents/catalysts: [Pd] (Palladium on carbon). The solvent is C(C)O.O1CCCC1 (ethanol tetrahydrofuran). Reaction conditions: time 2 hour. Yields the product C(#N)C=1C=C2C(=CN(C2=CC1)S(=O)(=O)C)C1CCNCC1 (4-(5-cyano-1-methanesulfonylindol-3-yl)piperidine). Yield: 97.0%. As a reaction SMILES: C(OC([N:11]1[CH2:16][CH2:15][CH:14]([C:17]2[C:25]3[C:20](=[CH:21][CH:22]=[C:23]([C:26]#[N:27])[CH:24]=3)[N:19]([S:28]([CH3:31])(=[O:30])=[O:29])[CH:18]=2)[CH2:13][CH2:12]1)=O)C1C=CC=CC=1>[Pd].C(O)C.O1CCCC1>[C:26]([C:23]1[CH:24]=[C:25]2[C:20](=[CH:21][CH:22]=1)[N:19]([S:28]([CH3:31])(=[O:30])=[O:29])[CH:18]=[C:17]2[CH:14]1[CH2:15][CH2:16][NH:11][CH2:12][CH2:13]1)#[N:27] |f:2.3|. Procedure details: 10% Palladium on carbon (0.49 g) was added to a solution of 1-benzyloxycarbonyl-4-(5-cyano-1-methanesulfonylindol-3-yl)piperidine (0.98 g, 2.24 mmol) [prepared as described in Step 2 above] in 80% ethanol/tetrahydrofuran (10 ml) under an argon atmosphere. The reaction mixture was stirred under an atmosphere of hydrogen gas (1 atm) for 2 h. The reaction mixture was degassed, filtered through Celite and concentrated in vacuo to give 4-(5-cyano-1-methanesulfonylindol-3-yl)piperidine (97%) as a whit... The reactants are N([C@@H](CN)C(=O)O)C(=O)OC(C)(C)C (Boc-Dap-OH), C(=O)([O-])[O-].[K+].[K+] (K2CO3), [OH-].[K+] (KOH), C1=CC=C(C=C1)COC(=O)Cl (Cbz-Cl). The solvent is O (water), C1CCOC1 (THF). Conditions: temperature -5 celsius, time 8 hour. Yields the product N([C@@H](CNC(=O)OCC1=CC=CC=C1)C(=O)O)C(=O)OC(C)(C)C (Boc-Dap(Cbz)-OH). The yield is 93.9%. Reaction SMILES: [NH:1]([C:8]([O:10][C:11]([CH3:14])([CH3:13])[CH3:12])=[O:9])[C@H:2]([C:5]([OH:7])=[O:6])[CH2:3][NH2:4].C([O-])([O-])=O.[K+].[K+].[OH-].[K+].[CH:23]1[CH:28]=[CH:27][C:26]([CH2:29][O:30][C:31](Cl)=[O:32])=[CH:25][CH:24]=1>O.C1COCC1>[NH:1]([C:8]([O:10][C:11]([CH3:14])([CH3:13])[CH3:12])=[O:9])[C@H:2]([C:5]([OH:7])=[O:6])[CH2:3][NH:4][C:31]([O:30][CH2:29][C:26]1[CH:27]=[CH:28][CH:23]=[CH:24][CH:25]=1)=[O:32] |f:1.2.3,4.5|. Procedure: A stirring mixture of the N-Boc-Dap-OH 1 (10.00 g, 49.02 mmol), THF (90 mL), water (30 mL), K2CO3 (13.53 g, 98.04 mmol) and KOH (2.75 g, 49.02 mmol) was cooled to −5° C. Cbz-Cl solution (50 wt % in toluene, 25 mL, 73.53 mmol) was then added dropwise over a period of an hour. The mixture was allowed to stir for 8 h before being concentrated under reduced pressure to remove the THF. The aqueous residue was extracted with diethyl ether (50 mL), acidified to pH 4 by solid citric acid and the resulti... Reactants: C1CCC2OC2C1, [Na+], [O-]c1ccccc1, O, O, O. Yields the product OC1CCCCC1Oc1ccccc1. Reaction SMILES: [CH:1]12[CH:2]([CH2:3][CH2:4][CH2:5][CH2:6]1)[O:7]2.[Na+:18].[O-:11][c:12]1[cH:13][cH:14][cH:15][cH:16][cH:17]1.[OH2:10].[OH2:8].[OH2:9]>>[CH:1]1([OH:7])[CH:2]([O:11][c:12]2[cH:13][cH:14][cH:15][cH:16][cH:17]2)[CH2:3][CH2:4][CH2:5][CH2:6]1. The reactants are C(C)(=O)OCCC (propyl acetate), FC1=CC(=C(C=C1)O)[N+](=O)[O-] (4-fluoro-2-nitrophenol), C(C)(C)O (isopropyl alcohol), C(=O)[O-].[K+] (potassium formate). The reagents and catalysts are [Pd] (Pd/C). Run in O (water), O (water), O (water). The product is NC1=C(C=CC(=C1)F)O (2-amino-4-fluorophenol). Yield: 91.2%. Reaction SMILES: [F:1][C:2]1[CH:7]=[CH:6][C:5]([OH:8])=[C:4]([N+:9]([O-])=O)[CH:3]=1.C(O)(C)C.C([O-])=O.[K+].C(OCCC)(=O)C>O.[Pd]>[NH2:9][C:4]1[CH:3]=[C:2]([F:1])[CH:7]=[CH:6][C:5]=1[OH:8] |f:2.3|. Procedure: In a 500-ml flask, place 39.3 g (0.25 m) of 4-fluoro-2-nitrophenol (2a) and 120 ml of isopropyl alcohol and warm to 40° C. Add 1.5 g of 5% Pd/C wet with 1.5 ml of water and stir the mixture vigorously. Add a solution of 84.1 g (1.0 m) of potassium formate in 85 ml of water in drop wise over an hour keeping the temperature at 45°-53° C. Stir the mixture at 50° C. for 2.5 hrs. Add 150 ml of propyl acetate and 100 ml of water and stir for a few min. Filter off catalyst and wash with 100 ml of propy... Starting materials: CCOC(=O)c1c(S(=O)(=O)N2CCOC(COc3ccccc3)C2)c2cc(Cl)ccc2n1S(=O)(=O)c1ccccc1, CCOC(=O)c1c(S(=O)(=O)N2CCOC(COc3ccccc3)C2)c2cc(Br)ccc2n1S(=O)(=O)c1ccccc1, NC(=O)c1[nH]c2ccc(Cl)cc2c1S(=O)(=O)N1CCOC(COc2ccccc2)C1. The product is NC(=O)c1[nH]c2ccc(Br)cc2c1S(=O)(=O)N1CCOC(COc2ccccc2)C1. RXN SMILES: [CH2:31]([O:32][C:33]([c:34]1[n:35]([S:36]([c:37]2[cH:38][cH:39][cH:40][cH:41][cH:42]2)(=[O:43])=[O:44])[c:45]2[c:46]([c:47]1[S:48]([N:49]1[CH2:50][CH2:51][O:52][CH:53]([CH2:54][O:55][c:56]3[cH:57][cH:58][cH:59][cH:60][cH:61]3)[CH2:62]1)(=[O:63])=[O:64])[cH:65][c:66]([Cl:67])[cH:68][cH:69]2)=[O:70])[CH3:71].[CH2:72]([O:73][C:74]([c:75]1[n:76]([S:77]([c:78]2[cH:79][cH:80][cH:81][cH:82][cH:83]2)(=[O:84])=[O:85])[c:86]2[c:87]([c:88]1[S:89]([N:90]1[CH2:91][CH2:92][O:93][CH:94]([CH2:95][O:96][c:97]3[cH:98][cH:99][cH:100][cH:101][cH:102]3)[CH2:104]1)(=[O:105])=[O:106])[cH:107][c:108]([Br:103])[cH:109][cH:110]2)=[O:111])[CH3:112].[Cl:1][c:2]1[cH:3][c:4]2[c:5]([S:14](=[O:15])(=[O:16])[N:17]3[CH2:18][CH:19]([CH2:23][O:24][c:25]4[cH:26][cH:27][cH:28][cH:29][cH:30]4)[O:20][CH2:21][CH2:22]3)[c:6]([C:11](=[O:12])[NH2:13])[nH:7][c:8]2[cH:9][cH:10]1>>[c:2]1([Br:103])[cH:3][c:4]2[c:5]([S:14](=[O:15])(=[O:16])[N:17]3[CH2:18][CH:19]([CH2:23][O:24][c:25]4[cH:26][cH:27][cH:28][cH:29][cH:30]4)[O:20][CH2:21][CH2:22]3)[c:6]([C:11](=[O:12])[NH2:13])[nH:7][c:8]2[cH:9][cH:10]1. The reactants are Cl (hydrochloric acid), FC1C2(CCC(C1(F)F)(CC2)CCC)OC(=O)CCCCC (2,3,3-Trifluoro-1-Pentylcarbonyloxy-4-n-Propylbicyclo[2.2.2]octane), [OH-].[K+] (potassium hydroxide), O (water). Run in C(C)O (ethanol), C(C)(=O)OCC (ethyl acetate). Run at temperature 70 celsius, time 20 minute. Yields the product FC1C2(CCC(C1(F)F)(CC2)CCC)O (2,3,3-Trifluoro-1-Hydroxy-4-n-Propylbicyclo[2.2.2]octane). As a reaction SMILES: [F:1][CH:2]1[C:7]([F:9])([F:8])[C:6]2([CH2:12][CH2:13][CH3:14])[CH2:10][CH2:11][C:3]1([O:15]C(CCCCC)=O)[CH2:4][CH2:5]2.[OH-].[K+].O.Cl>C(OCC)(=O)C.C(O)C>[F:1][CH:2]1[C:7]([F:8])([F:9])[C:6]2([CH2:12][CH2:13][CH3:14])[CH2:10][CH2:11][C:3]1([OH:15])[CH2:4][CH2:5]2 |f:1.2|. Procedure details: A mixture of 2,3,3-trifluoro-1-pentylcarbonyloxy-4-n-propylbicyclo[2.2.2]octane (3) (0.12 g), potassium hydroxide (0.11 g), water (0.5 mL) and ethanol (2.0 mL) was stirred at 70° C. for 20 minutes. The mixture was neutralized with hydrochloric acid, added with ethyl acetate (30 mL), and the organic layer was washed with aqueous sodium hydrogen carbonate solution. The organic layer was dried over anhydrous magnesium sulfate, the solvent was vaporized off under reduced pressure, to thereby obtain ...